From a dataset of the Open Reaction Database (ORD), a public repository of structured organic reaction records. describe an organic reaction: reactants, conditions, products, and yield Reactants: CC#N, CC(C)O, O=C(NCC1Cc2cccc(-c3ccccc3Cl)c2O1)OCc1ccccc1, Cl, C[Si](C)(C)I. Yields the product NCC1Cc2cccc(-c3ccccc3Cl)c2O1. Reaction SMILES: [CH3:35][C:36]#[N:37].[CH:38]([OH:39])([CH3:40])[CH3:41].[Cl:1][c:2]1[c:3](-[c:8]2[cH:9][cH:10][cH:11][c:12]3[c:16]2[O:15][CH:14]([CH2:17][NH:18][C:19](=[O:20])[O:21][CH2:22][c:23]2[cH:24][cH:25][cH:26][cH:27][cH:28]2)[CH2:13]3)[cH:4][cH:5][cH:6][cH:7]1.[ClH:34].[I:29][Si:30]([CH3:31])([CH3:32])[CH3:33]>>[Cl:1][c:2]1[c:3](-[c:8]2[cH:9][cH:10][cH:11][c:12]3[c:16]2[O:15][CH:14]([CH2:17][NH2:18])[CH2:13]3)[cH:4][cH:5][cH:6][cH:7]1. The reactants are CCC1NC(=O)C2(CC2)C1O[Si](C)(C)C(C)(C)C, O=C([O-])[O-], [Cs+], [Cs+], N#Cc1ccc(I)cc1C(F)(F)F, O=C(C=Cc1ccccc1)C=Cc1ccccc1, O=C(C=Cc1ccccc1)C=Cc1ccccc1, O=C(C=Cc1ccccc1)C=Cc1ccccc1, [Pd], [Pd], CC1(C)c2cccc(P(c3ccccc3)c3ccccc3)c2Oc2c(P(c3ccccc3)c3ccccc3)cccc21. The product is CCC1C(O[Si](C)(C)C(C)(C)C)C2(CC2)C(=O)N1c1ccc(C#N)c(C(F)(F)F)c1. Reaction SMILES: [C:1]([CH3:2])([CH3:3])([CH3:4])[Si:5]([O:6][CH:7]1[CH:8]([CH2:15][CH3:16])[NH:9][C:10](=[O:14])[C:11]12[CH2:12][CH2:13]2)([CH3:17])[CH3:18].[C:32](=[O:33])([O-:34])[O-:35].[Cs+:36].[Cs+:37].[I:19][c:20]1[cH:21][c:22]([C:28]([F:29])([F:30])[F:31])[c:23]([C:24]#[N:25])[cH:26][cH:27]1.[O:100]=[C:101]([CH:102]=[CH:103][c:104]1[cH:105][cH:106][cH:107][cH:108][cH:109]1)[CH:110]=[CH:111][c:112]1[cH:113][cH:114][cH:115][cH:116][cH:117]1.[O:118]=[C:119]([CH:120]=[CH:121][c:122]1[cH:123][cH:124][cH:125][cH:126][cH:127]1)[CH:128]=[CH:129][c:130]1[cH:131][cH:132][cH:133][cH:134][cH:135]1.[O:82]=[C:83]([CH:84]=[CH:85][c:86]1[cH:87][cH:88][cH:89][cH:90][cH:91]1)[CH:92]=[CH:93][c:94]1[cH:95][cH:96][cH:97][cH:98][cH:99]1.[Pd:80].[Pd:81].[c:38]1([P:39]([c:40]2[cH:41][cH:42][cH:43][cH:44][cH:45]2)[c:46]2[c:47]3[c:71]([cH:72][cH:73][cH:74]2)[C:68]([CH3:69])([CH3:70])[c:50]2[c:49]([c:54]([P:55]([c:56]4[cH:57][cH:58][cH:59][cH:60][cH:61]4)[c:62]4[cH:63][cH:64][cH:65][cH:66][cH:67]4)[cH:53][cH:52][cH:51]2)[O:48]3)[cH:75][cH:76][cH:77][cH:78][cH:79]1>>[C:1]([CH3:2])([CH3:3])([CH3:4])[Si:5]([O:6][CH:7]1[CH:8]([CH2:15][CH3:16])[N:9]([c:20]2[cH:21][c:22]([C:28]([F:29])([F:30])[F:31])[c:23]([C:24]#[N:25])[cH:26][cH:27]2)[C:10](=[O:14])[C:11]12[CH2:12][CH2:13]2)([CH3:17])[CH3:18]. Starting materials: CC(C)(C)OC(=O)c1cccc([N+](=O)[O-])c1, CCO, [H][H]. Product: CC(C)(C)OC(=O)c1cccc(N)c1. RXN SMILES: [C:1]([CH3:2])([CH3:3])([CH3:4])[O:5][C:6]([c:7]1[cH:8][c:9]([N+:13]([O-:14])=[O:15])[cH:10][cH:11][cH:12]1)=[O:16].[CH3:19][CH2:20][OH:21].[H:17][H:18]>>[C:1]([CH3:2])([CH3:3])([CH3:4])[O:5][C:6]([c:7]1[cH:8][c:9]([NH2:13])[cH:10][cH:11][cH:12]1)=[O:16]. Reactants: FC(C(=O)O)(F)F (Trifluoroacetic acid), ClC1=CC=C(N)C=C1 (4-chloroaniline), CC1=NN=C(O1)C1=CC=C(C#N)C=C1 (4-(5-methyl-1,3,4-oxadiazol-2-yl)benzonitrile). The solvent is O1CCCC1 (tetrahydrofuran). Yields the product ClC1=CC=C(C=C1)N1C(=NN=C1C)C1=CC=C(C#N)C=C1 (4-[4-(4-Chlorophenyl)-5-methyl-4H-1,2,4-triazol-3-yl]benzonitrile). Reaction SMILES: FC(F)(F)C(O)=O.[Cl:8][C:9]1[CH:15]=[CH:14][C:12]([NH2:13])=[CH:11][CH:10]=1.[CH3:16][C:17]1O[C:20]([C:22]2[CH:29]=[CH:28][C:25]([C:26]#[N:27])=[CH:24][CH:23]=2)=[N:19][N:18]=1>O1CCCC1>[Cl:8][C:9]1[CH:15]=[CH:14][C:12]([N:13]2[C:17]([CH3:16])=[N:18][N:19]=[C:20]2[C:22]2[CH:29]=[CH:28][C:25]([C:26]#[N:27])=[CH:24][CH:23]=2)=[CH:11][CH:10]=1. Procedure: Trifluoroacetic acid (600 μL, 8.1 mmol) was added to a suspension of 4-chloroaniline (2.1 g, 16.2 mmol) and 4-(5-methyl-1,3,4-oxadiazol-2-yl)benzonitrile (Journal für Praktische Chemie, 1994; 336(8); 678-85) (3.0 g, 16.2 mmol) in tetrahydrofuran (50 mL) and the reaction was heated at reflux for 22 hours. The cooled mixture was partitioned between ethyl acetate (300 mL) and 20% aqueous 0.88 ammonia (120 mL), and then the layers were separated. The organic phase was dried over MgSO4 and evaporated... The reactants are BrC=1C=CC(=C(C=O)C1)OCC1=CC(=CC=C1)Cl (5-bromo-2-(3-chloro-benzyloxy)-benzaldehyde), [BH4-].[Na+] (NaBH4), O (H2O). Run in CO (MeOH). Run at time 18 hour. Product: BrC=1C=CC(=C(C1)CO)OCC1=CC(=CC=C1)Cl ([5-Bromo-2-(3-chloro-benzyloxy)-phenyl]-methanol). As a reaction SMILES: [Br:1][C:2]1[CH:3]=[CH:4][C:5]([O:10][CH2:11][C:12]2[CH:17]=[CH:16][CH:15]=[C:14]([Cl:18])[CH:13]=2)=[C:6]([CH:9]=1)[CH:7]=[O:8].[BH4-].[Na+].O>CO>[Br:1][C:2]1[CH:3]=[CH:4][C:5]([O:10][CH2:11][C:12]2[CH:17]=[CH:16][CH:15]=[C:14]([Cl:18])[CH:13]=2)=[C:6]([CH2:7][OH:8])[CH:9]=1 |f:1.2|. Procedure details: To a solution of 5-bromo-2-(3-chloro-benzyloxy)-benzaldehyde (6.0 g, 18.4 mmol) in MeOH (90 mL) at rt was added NaBH4 (1.07 g, 27.7 mmol) over 1 h. After 18 h at rt, H2O was added (5 mL) and the reaction concentrated to a residual mass, which was dissolved into EtOAc (150 mL). This EtOAc solution was washed with H2O (2×100 mL) and dried to yield the title compound as a light yellow (6.0 g, 100%). MS (ESI): mass calcd. for C14H12BrClO, 327.6; m/z found, 328.3 [M+H]+. 1H NMR (CDCl3) 7.48 (d, J=2.5...